Dataset: the Open Reaction Database (ORD), a public repository of structured organic reaction records. Task: describe an organic reaction: reactants, conditions, products, and yield The solvent is FC(CO)(F)F (2,2,2-trifluoroethanol). The product is NC[C@@H]1CO[C@@H](CN1C(=O)OC(C)(C)C)CCC1=C(C=CC=C1)NC([C@@H](NC(=O)OC)C(C1=CC=CC=C1)C1=CC=CC=C1)=O (tert-butyl (2R,5R)-5-(aminomethyl)-2-[2-(2-{[N-(methoxycarbonyl)-β-phenyl-L-phenylalanyl]amino}phenyl)ethyl]morpholine-4-carboxylate). The reagents and catalysts are [OH-].[OH-].[Pd+2] (Pd(OH)2). The reactants are C(C1=CC=CC=C1)NC[C@@H]1CO[C@@H](CN1C(=O)OC(C)(C)C)CCC1=C(C=CC=C1)NC([C@@H](NC(=O)OC)C(C1=CC=CC=C1)C1=CC=CC=C1)=O (tert-butyl (2R,5R)-5-[(benzylamino)methyl]-2-[2-(2-{[N-(methoxycarbonyl)-β-phenyl-L-phenylalanyl]amino}phenyl)ethyl]morpholine-4-carboxylate), [H][H] (hydrogen). Reported procedure: To a solution of tert-butyl (2R,5R)-5-[(benzylamino)methyl]-2-[2-(2-{[N-(methoxycarbonyl)-β-phenyl-L-phenylalanyl]amino}phenyl)ethyl]morpholine-4-carboxylate (1 eq.) in 2,2,2-trifluoroethanol (0.17M) was added Pd(OH)2 (0.33 eq.). The reaction mixture was stirred for 16 hrs under one atmosphere of hydrogen. The reaction mixture was filtered on celite and the filtrate was concentrated under reduced pressure. The residue was used as such for the next step. RXN SMILES: C([NH:8][CH2:9][C@H:10]1[N:15]([C:16]([O:18][C:19]([CH3:22])([CH3:21])[CH3:20])=[O:17])[CH2:14][C@@H:13]([CH2:23][CH2:24][C:25]2[CH:30]=[CH:29][CH:28]=[CH:27][C:26]=2[NH:31][C:32](=[O:52])[C@H:33]([CH:39]([C:46]2[CH:51]=[CH:50][CH:49]=[CH:48][CH:47]=2)[C:40]2[CH:45]=[CH:44][CH:43]=[CH:42][CH:41]=2)[NH:34][C:35]([O:37][CH3:38])=[O:36])[O:12][CH2:11]1)C1C=CC=CC=1.[H][H]>FC(F)(F)CO.[OH-].[OH-].[Pd+2]>[NH2:8][CH2:9][C@H:10]1[N:15]([C:16]([O:18][C:19]([CH3:21])([CH3:22])[CH3:20])=[O:17])[CH2:14][C@@H:13]([CH2:23][CH2:24][C:25]2[CH:30]=[CH:29][CH:28]=[CH:27][C:26]=2[NH:31][C:32](=[O:52])[C@H:33]([CH:39]([C:46]2[CH:51]=[CH:50][CH:49]=[CH:48][CH:47]=2)[C:40]2[CH:45]=[CH:44][CH:43]=[CH:42][CH:41]=2)[NH:34][C:35]([O:37][CH3:38])=[O:36])[O:12][CH2:11]1 |f:3.4.5|. Reactants: OC1=CC(OC2=CC=CC=C12)=O (4-hydroxycoumarin), C(C)C1=CC=C(C=C1)C(CCC)O (1-(4-ethylphenyl)-butan-1-ol), B(F)(F)F.CCOCC (boron trifluoride etherate). The solvent is O1CCOCC1 (dioxane). Run at time 8 hour. Product: C(C)C1=CC=C(C=C1)C(CCC)C=1C(OC2=CC=CC=C2C1O)=O (3-(1-(4-Ethylphenyl)-butyl)-4-hydroxycoumarin). Yield: 55.7%. RXN SMILES: [OH:1][C:2]1[C:11]2[C:6](=[CH:7][CH:8]=[CH:9][CH:10]=2)[O:5][C:4](=[O:12])[CH:3]=1.[CH2:13]([C:15]1[CH:20]=[CH:19][C:18]([CH:21](O)[CH2:22][CH2:23][CH3:24])=[CH:17][CH:16]=1)[CH3:14].B(F)(F)F.CCOCC>O1CCOCC1>[CH2:13]([C:15]1[CH:20]=[CH:19][C:18]([CH:21]([C:3]2[C:4](=[O:12])[O:5][C:6]3[C:11]([C:2]=2[OH:1])=[CH:10][CH:9]=[CH:8][CH:7]=3)[CH2:22][CH2:23][CH3:24])=[CH:17][CH:16]=1)[CH3:14] |f:2.3|. Procedure: To a flame-dried flask containing a mixture of 325 mg of 4-hydroxycoumarin and 500 mg of 1-(4-ethylphenyl)-butan-1-ol of Preparation 21 in 10 mL of dioxane under an argon atmosphere is added 1.25 mL of boron trifluoride etherate. The resulting yellow solution is left to stir at room temperature overnight. The volatiles are removed and the residue is partioned between diethyl ether and 1N sodium hydroxide. The basic aqueous phase is washed with diethyl ether and acidified to pH=1 with 6N hydrochl... Procedure: Benzyl bromide (17.25 mL, 144 mmol) was added to a stirring solution of 2,6-dichloro-4-nitrophenol (5 g, 24 mmol) and potassium carbonate (13.3 g, 96 mmol) in acetone (30 mL). The mixture was heated to 75° C. for 12 h before being cooled to room temperature and poured into ice-water (100 mL). The mixture was extracted with chloroform (200 mL), washed with brine (100 mL) and the combined organic layers were dried (MgSO4), filtered and concentrated in vacuo. The residue was purified by column chro... The yield is 99.0%. Conditions: temperature 75 celsius. RXN SMILES: [CH2:1](Br)[C:2]1[CH:7]=[CH:6][CH:5]=[CH:4][CH:3]=1.[Cl:9][C:10]1[CH:15]=[C:14]([N+:16]([O-:18])=[O:17])[CH:13]=[C:12]([Cl:19])[C:11]=1[OH:20].C(=O)([O-])[O-].[K+].[K+]>CC(C)=O>[CH2:1]([O:20][C:11]1[C:12]([Cl:19])=[CH:13][C:14]([N+:16]([O-:18])=[O:17])=[CH:15][C:10]=1[Cl:9])[C:2]1[CH:7]=[CH:6][CH:5]=[CH:4][CH:3]=1 |f:2.3.4|. The product is C(C1=CC=CC=C1)OC1=C(C=C(C=C1Cl)[N+](=O)[O-])Cl (2-(benzyloxy)-1,3-dichloro-5-nitrobenzene). The solvent is CC(=O)C (acetone). Reactants: ice water, C(C1=CC=CC=C1)Br (Benzyl bromide), ClC1=C(C(=CC(=C1)[N+](=O)[O-])Cl)O (2,6-dichloro-4-nitrophenol), C([O-])([O-])=O.[K+].[K+] (potassium carbonate). Procedure details: A mixture of 5-phenylcyclohexane-1,3-dione (2.0 g), 3-aminopropan-2-ol (0.97 g), molecular sieves 4A (12 g) and tetrahydrofuran (30 ml) was refluxed for 12 hours and cooled, and insoluble materials were filtered off. Under reduced pressure, the solvent was evaporated, and the residue was dissolved in dimethylformamide (40 ml). To the mixture were added 2-bromomesitylene (2.0 g), tetrakistriphenylphosphine palladium (0.29 g) and potassium carbonate (2.7 g), and the mixture was stirred at 150° C. ... Product: CC1=CNC=2CC(CC(C12)=O)C1=C(C=CC=C1)C (3-methyl-6-(2-methylphenyl)-4,5,6,7-tetrahydroindol-4-one). As a reaction SMILES: [C:1]1([CH:7]2[CH2:12][C:11](=O)[CH2:10][C:9](=[O:14])[CH2:8]2)[CH:6]=[CH:5][CH:4]=[CH:3][CH:2]=1.[NH2:15][CH2:16][CH:17](O)[CH3:18].O1CCC[CH2:21]1>>[CH3:18][C:17]1[C:10]2[C:9](=[O:14])[CH2:8][CH:7]([C:1]3[CH:2]=[CH:3][CH:4]=[CH:5][C:6]=3[CH3:21])[CH2:12][C:11]=2[NH:15][CH:16]=1. Reaction conditions: temperature 150 celsius, time 5 hour. Starting materials: C1(=CC=CC=C1)C1CC(CC(C1)=O)=O (5-phenylcyclohexane-1,3-dione), NCC(C)O (3-aminopropan-2-ol), 4A, O1CCCC1 (tetrahydrofuran). The reactants are [Li]CCCC, CCOCC, O=C(O)c1ccccc1F. The product is O=C([O-])c1ccccc1F, [Li+]. Reaction SMILES: [CH2:11]([CH2:12][CH2:13][CH3:14])[Li:15].[CH3:16][CH2:17][O:18][CH2:19][CH3:20].[F:1][c:2]1[c:3]([C:4](=[O:5])[OH:6])[cH:7][cH:8][cH:9][cH:10]1>>[F:1][c:2]1[c:3]([C:4](=[O:5])[O-:6])[cH:7][cH:8][cH:9][cH:10]1.[Li+:15]. Reactants: CC(C)(C)OC(=O)Nc1ccc(CBr)cn1, CCCCC(C(=O)OCC)C(C(=O)OCC)C(=O)OCC, CCO, [H-], [Na+], CN(C)C=O, O. Yields the product CCCCC(C(=O)OCC)C(Cc1ccc(NC(=O)OC(C)(C)C)nc1)(C(=O)OCC)C(=O)OCC. As a reaction SMILES: [C:24]([CH3:25])([CH3:26])([CH3:27])[O:28][C:29]([NH:30][c:31]1[n:32][cH:33][c:34]([CH2:37][Br:38])[cH:35][cH:36]1)=[O:39].[CH2:1]([CH3:2])[O:3][C:4]([CH:5]([CH:6]([C:7](=[O:8])[O:9][CH2:10][CH3:11])[C:12](=[O:13])[O:14][CH2:15][CH3:16])[CH2:17][CH2:18][CH2:19][CH3:20])=[O:21].[CH3:40][CH2:41][OH:42].[H-:23].[Na+:22].[O:43]=[CH:44][N:45]([CH3:46])[CH3:47].[OH2:48]>>[CH2:1]([CH3:2])[O:3][C:4]([CH:5]([C:6]([C:7](=[O:8])[O:9][CH2:10][CH3:11])([C:12](=[O:13])[O:14][CH2:15][CH3:16])[CH2:37][c:34]1[cH:33][n:32][c:31]([NH:30][C:29]([O:28][C:24]([CH3:25])([CH3:26])[CH3:27])=[O:39])[cH:36][cH:35]1)[CH2:17][CH2:18][CH2:19][CH3:20])=[O:21].